The task is: describe an organic reaction: reactants, conditions, products, and yield. This data is from the Open Reaction Database (ORD), a public repository of structured organic reaction records. The reactants are CCOC(=O)C(C)(C)Sc1cnc(N)s1, CC1CCC(N(CCc2ccccc2)C(=O)Nc2ncc(SC(C)(C)C(=O)O)s2)CC1, Fc1ccc(CCBr)cc1. Product: CC1CCC(N(CCc2ccc(F)cc2)C(=O)Nc2ncc(SC(C)(C)C(=O)O)s2)CC1. RXN SMILES: [CH2:42]([O:43][C:44](=[O:45])[C:46]([S:47][c:48]1[s:49][c:50]([NH2:51])[n:52][cH:53]1)([CH3:54])[CH3:55])[CH3:56].[CH3:1][C:2]([C:3](=[O:4])[OH:5])([CH3:6])[S:7][c:8]1[cH:9][n:10][c:11]([NH:13][C:14](=[O:15])[N:16]([CH2:17][CH2:18][c:19]2[cH:20][cH:21][cH:22][cH:23][cH:24]2)[CH:25]2[CH2:26][CH2:27][CH:28]([CH3:31])[CH2:29][CH2:30]2)[s:12]1.[F:32][c:33]1[cH:34][cH:35][c:36]([CH2:37][CH2:38][Br:39])[cH:40][cH:41]1>>[CH3:1][C:2]([C:3](=[O:4])[OH:5])([CH3:6])[S:7][c:8]1[cH:9][n:10][c:11]([NH:13][C:14](=[O:15])[N:16]([CH2:17][CH2:18][c:19]2[cH:20][cH:21][c:22]([F:32])[cH:23][cH:24]2)[CH:25]2[CH2:26][CH2:27][CH:28]([CH3:31])[CH2:29][CH2:30]2)[s:12]1. Starting materials: C(C)(C)(C)OC(=O)N1[C@@H](CCC1)C(=O)O ((S)-1-(tert-butoxycarbonyl)pyrrolidine-2-carboxylic acid), FC(C1=CC=C(C=C1)S(=O)(=O)N1C[C@@H]2[C@H](C1)[C@H](CC2)N)(F)F ((3aR,4S,6aS)-2-(4-(Trifluoromethyl)phenylsulfonyl)octahydrocyclopenta[c]pyrrol-4-amine), FC(C=1C=C(C=CC1)S(=O)(=O)N1C[C@H]2[C@@H](C1)[C@@H](CC2)N)(F)F ((3aS,4R,6aR)-2-(3-(trifluoromethyl)phenylsulfonyl)octahydrocyclopenta[c]pyrrol-4-amine). Yields the product C1(CCCCC1)C[C@@H](C(N[C@H]1CC[C@@H]2CN(C[C@@H]21)S(=O)(=O)C2=CC=C(C=C2)C(F)(F)F)=O)N(C(OC(C)(C)C)=O)C (tert-butyl(S)-3-cyclohexyl-1-oxo-1-((3aR,4S,6aS)-2-(4-(trifluoromethyl)phenylsulfonyl)octahydrocyclopenta[c]pyrrol-4-ylamino)propan-2-yl(methyl)carbamate). Reaction SMILES: [C:1]([O:5][C:6]([N:8]1[CH2:12][CH2:11][CH2:10][C@H:9]1[C:13]([OH:15])=O)=[O:7])([CH3:4])([CH3:3])[CH3:2].[F:16][C:17]([F:37])([F:36])[C:18]1[CH:23]=[CH:22][C:21]([S:24]([N:27]2[CH2:31][C@@H:30]3[C@@H:32]([NH2:35])[CH2:33][CH2:34][C@@H:29]3[CH2:28]2)(=[O:26])=[O:25])=[CH:20][CH:19]=1.FC(F)(F)[C:40]1[CH:41]=[C:42](S(N2C[C@H]3[C@H](N)CC[C@H]3C2)(=O)=O)C=[CH:44][CH:45]=1>>[CH:11]1([CH2:10][C@H:9]([N:8]([CH3:12])[C:6](=[O:7])[O:5][C:1]([CH3:2])([CH3:3])[CH3:4])[C:13](=[O:15])[NH:35][C@@H:32]2[C@@H:30]3[C@@H:29]([CH2:28][N:27]([S:24]([C:21]4[CH:20]=[CH:19][C:18]([C:17]([F:16])([F:36])[F:37])=[CH:23][CH:22]=4)(=[O:25])=[O:26])[CH2:31]3)[CH2:34][CH2:33]2)[CH2:42][CH2:41][CH2:40][CH2:45][CH2:44]1. Procedure: tert-butyl(S)-3-cyclohexyl-1-oxo-1-((3aR,4S,6aS)-2-(4-(trifluoromethyl)phenylsulfonyl)octahydrocyclopenta[c]pyrrol-4-ylamino)propan-2-yl(methyl)carbamate was prepared by substituting (S)-2-(tert-butoxycarbonyl(methyl)amino)-3-cyclohexylpropanoic acid for (S)-1-(tert-butoxycarbonyl)pyrrolidine-2-carboxylic acid and (3aR,4S,6aS)-2-(4-(trifluoromethyl)phenylsulfonyl)octahydrocyclopenta[c]pyrrol-4-amine from Example 256 Step A for (3aS,4R,6aR)-2-(3-(trifluoromethyl)phenylsulfonyl)octahydrocyclopenta... Starting materials: CNC(=O)c1ccc(C)c(Nc2cc(F)nc(NC3CCN(C(=O)OC(C)(C)C)C3)n2)c1, C1COCCO1, CNCC(C)(C)C, Cl. The product is CNC(=O)c1ccc(C)c(Nc2cc(N(C)CC(C)(C)C)nc(NC3CCN(C(=O)OC(C)(C)C)C3)n2)c1. Reaction SMILES: [C:1]([CH3:2])([CH3:3])([CH3:4])[O:5][C:6](=[O:7])[N:8]1[CH2:9][CH:10]([NH:13][c:14]2[n:15][c:16]([NH:21][c:22]3[c:23]([CH3:32])[cH:24][cH:25][c:26]([C:28]([NH:29][CH3:30])=[O:31])[cH:27]3)[cH:17][c:18]([F:20])[n:19]2)[CH2:11][CH2:12]1.[CH2:41]1[O:42][CH2:43][CH2:44][O:45][CH2:46]1.[CH3:34][NH:35][CH2:36][C:37]([CH3:38])([CH3:39])[CH3:40].[ClH:33]>>[C:1]([CH3:2])([CH3:3])([CH3:4])[O:5][C:6](=[O:7])[N:8]1[CH2:9][CH:10]([NH:13][c:14]2[n:15][c:16]([NH:21][c:22]3[c:23]([CH3:32])[cH:24][cH:25][c:26]([C:28]([NH:29][CH3:30])=[O:31])[cH:27]3)[cH:17][c:18]([N:35]([CH3:34])[CH2:36][C:37]([CH3:38])([CH3:39])[CH3:40])[n:19]2)[CH2:11][CH2:12]1. Reactants: NC[C@@H]1[C@H]2C[C@H]2CN1C(=O)C=1N=C(SC1C=1C=C(C=CC1)C)C (((1S,2S,5R)-2-Aminomethyl-3-aza-bicyclo[3.1.0]hex-3-yl)-(2-methyl-5-m-tolyl-thiazol-4-yl)-methanone), CC1=C(C(=O)O)C=C(C=C1)C (2,5-Dimethyl-benzoic acid). The product is CC1=C(C(=O)NC[C@@H]2[C@H]3C[C@H]3CN2C(=O)C=2N=C(SC2C=2C=C(C=CC2)C)C)C=C(C=C1)C (2,5-Dimethyl-N-[(1S,2S,5R)-3-(2-methyl-5-m-tolyl-thiazole-4-carbonyl)-3-aza-bicyclo[3.1.0]hex-2-ylmethyl]-benzamide). As a reaction SMILES: [NH2:1][CH2:2][C@H:3]1[N:8]([C:9]([C:11]2[N:12]=[C:13]([CH3:23])[S:14][C:15]=2[C:16]2[CH:17]=[C:18]([CH3:22])[CH:19]=[CH:20][CH:21]=2)=[O:10])[CH2:7][C@H:6]2[C@@H:4]1[CH2:5]2.[CH3:24][C:25]1[CH:33]=[CH:32][C:31]([CH3:34])=[CH:30][C:26]=1[C:27](O)=[O:28]>>[CH3:24][C:25]1[CH:33]=[CH:32][C:31]([CH3:34])=[CH:30][C:26]=1[C:27]([NH:1][CH2:2][C@H:3]1[N:8]([C:9]([C:11]2[N:12]=[C:13]([CH3:23])[S:14][C:15]=2[C:16]2[CH:17]=[C:18]([CH3:22])[CH:19]=[CH:20][CH:21]=2)=[O:10])[CH2:7][C@H:6]2[C@@H:4]1[CH2:5]2)=[O:28]. Procedure details: prepared by reaction of ((1S,2S,5R)-2-Aminomethyl-3-aza-bicyclo[3.1.0]hex-3-yl)-(2-methyl-5-m-tolyl-thiazol-4-yl)-methanone with 2,5-Dimethyl-benzoic acid. The reactants are [Si](C)(C)(C(C)(C)C)O[C@@H](CCCC(=O)OC)[C@@H](\C=C\C1=C(C=CC=C1)\C=C\[C@@H](CCCCC)O[Si](C)(C)C(C)(C)C)O[Si](C)(C)C(C)(C)C ((5S,6R,E)-methyl 5,6-bis(tert-butyldimethylsilyloxy)-8-(2((R,E)-3-(tert-butyldimethylsilyloxy)oct-1-enyl)phenyl)oct-7-enoate), [F-].C(CCC)[N+](CCCC)(CCCC)CCCC (Tetra-butyl ammonium fluoride). Solvent: C1CCOC1 (THF). Conditions: temperature 0 celsius, time 8 hour. Product: O[C@@H](CCCC(=O)OC)[C@@H](\C=C\C1=C(C=CC=C1)\C=C\[C@@H](CCCCC)O)O ((5S,6R,E)-methyl 5,6-dihydroxy-8-(2((R,E)-3-hydroxyoct-1-enyl)phenyl)oct-7-enoate). Yield: 96.8%. RXN SMILES: [Si]([O:8][C@H:9]([C@H:17]([O:42][Si](C(C)(C)C)(C)C)[CH:18]=[CH:19][C:20]1[CH:25]=[CH:24][CH:23]=[CH:22][C:21]=1[CH:26]=[CH:27][C@H:28]([O:34][Si](C(C)(C)C)(C)C)[CH2:29][CH2:30][CH2:31][CH2:32][CH3:33])[CH2:10][CH2:11][CH2:12][C:13]([O:15][CH3:16])=[O:14])(C(C)(C)C)(C)C.[F-].C([N+](CCCC)(CCCC)CCCC)CCC>C1COCC1>[OH:8][C@H:9]([C@H:17]([OH:42])[CH:18]=[CH:19][C:20]1[CH:25]=[CH:24][CH:23]=[CH:22][C:21]=1[CH:26]=[CH:27][C@H:28]([OH:34])[CH2:29][CH2:30][CH2:31][CH2:32][CH3:33])[CH2:10][CH2:11][CH2:12][C:13]([O:15][CH3:16])=[O:14] |f:1.2|. Procedure details: The product of Step 4 was dissolved in THF (1 mL) and cooled to 0° C. Tetra-butyl ammonium fluoride (10 μL, 0.078 mmol) was added and the reaction mixture was warmed to RT and allowed to stir overnight. The reaction mixture was quenched with saturated ammonium chloride, extracted with ether, dried and concentrated. Purification by preparatory TLC (silica plate, 5% MeOH/Ethyl acetate) afforded 6.1 mg (96.8%) of (5S,6R,E)-methyl 5,6-dihydroxy-8-(2((R,E)-3-hydroxyoct-1-enyl)phenyl)oct-7-enoate. 1H ... The reactants are [Cl-].[Al+3].[Cl-].[Cl-] (Aluminium chloride), C(CCCCCC)(=O)Cl (heptanoylchloride), COC1=CC2=CC=CC=C2C=C1OC (2,3-dimethoxynaphthalene). Solvent: C(Cl)Cl (methylene chloride). Run at time 8 hour. Yields the product COC=1C=C2C=CC(=CC2=CC1OC)C(CCCCCC)=O (1-(6,7-Dimethoxy-naphthalen-2-yl)-heptan-1-one). Reaction SMILES: [Cl-].[Al+3].[Cl-].[Cl-].[C:5](Cl)(=[O:12])[CH2:6][CH2:7][CH2:8][CH2:9][CH2:10][CH3:11].[CH3:14][O:15][C:16]1[C:25]([O:26][CH3:27])=[CH:24][C:23]2[C:18](=[CH:19][CH:20]=[CH:21][CH:22]=2)[CH:17]=1>C(Cl)Cl>[CH3:27][O:26][C:25]1[CH:24]=[C:23]2[C:18](=[CH:17][C:16]=1[O:15][CH3:14])[CH:19]=[C:20]([C:5](=[O:12])[CH2:6][CH2:7][CH2:8][CH2:9][CH2:10][CH3:11])[CH:21]=[CH:22]2 |f:0.1.2.3|. Procedure: Aluminium chloride (2.66 g) was added to a solution of: heptanoylchloride (3.1 ml) and 2,3-dimethoxynaphthalene (3.76 g) in methylene chloride (50 ml) at 0° C. The reaction mixture was stirred at room temperature overnight and then worked up as described in example 3(a). The crude product was recrystallized from ethanol. Yield: 2.8 g, melting point 77-78° C. The reactants are ClC1=CC=C(OC2CN(C2)CC[C@@H](C)N)C=C1 ((R)-3-[3-(4-chloro-phenoxy)-azetidin-1-yl]-1-methyl-propylamine), C1(=CC=CC=C1)OC(NC=1SC(=NN1)CC)=O ((5-ethyl-[1,3,4]thiadiazol-2-yl)-carbamic acid phenyl ester). Product: ClC1=CC=C(OC2CN(C2)CC[C@@H](C)NC(=O)NC=2SC(=NN2)CC)C=C1 (1-{(R)-3-[3-(4-Chloro-phenoxy)-azetidin-1-yl]-1-methyl-propyl}-3-(5-ethyl-[1,3,4]thiadiazol-2-yl)-urea). Reported procedure: A solution of (R)-3-[3-(4-chloro-phenoxy)-azetidin-1-yl]-1-methyl-propylamine (0.145 mg, 0.569 mmol) and (5-ethyl-[1,3,4]thiadiazol-2-yl)-carbamic acid phenyl ester (0.142 mg, 0.569 mmol) in DMSO is stirred at room temperature for 4 hours then partitioned between ethylacetate and water. The organic phase is washed with brine and dried over magnesium sulphate and evaporated. The crude product is recrystallised from hot ethylacetate to afford 1-{(R)-3-[3-(4-Chloro-phenoxy)-azetidin-1-yl]-1-methyl-... As a reaction SMILES: [Cl:1][C:2]1[CH:17]=[CH:16][C:5]([O:6][CH:7]2[CH2:10][N:9]([CH2:11][CH2:12][C@H:13]([NH2:15])[CH3:14])[CH2:8]2)=[CH:4][CH:3]=1.C1([O:24][C:25](=O)[NH:26][C:27]2[S:28][C:29]([CH2:32][CH3:33])=[N:30][N:31]=2)C=CC=CC=1>CS(C)=O>[Cl:1][C:2]1[CH:3]=[CH:4][C:5]([O:6][CH:7]2[CH2:10][N:9]([CH2:11][CH2:12][C@H:13]([NH:15][C:25]([NH:26][C:27]3[S:28][C:29]([CH2:32][CH3:33])=[N:30][N:31]=3)=[O:24])[CH3:14])[CH2:8]2)=[CH:16][CH:17]=1. Run in CS(=O)C (DMSO). Reactants: COC(C1=CC(=CC=C1)CC#N)=O (3-cyanomethyl-benzoic acid methyl ester), Cl (HCl). The reagents and catalysts are O=[Pt]=O (PtO2). Run in CCO (EtOH). Reaction conditions: time 2.5 hour. Product: COC(C1=CC(=CC=C1)CCN)=O (3-(2-Amino-ethyl)-benzoic acid methyl ester). The yield is 84.8%. RXN SMILES: [CH3:1][O:2][C:3](=[O:13])[C:4]1[CH:9]=[CH:8][CH:7]=[C:6]([CH2:10][C:11]#[N:12])[CH:5]=1.Cl>CCO.O=[Pt]=O>[CH3:1][O:2][C:3](=[O:13])[C:4]1[CH:9]=[CH:8][CH:7]=[C:6]([CH2:10][CH2:11][NH2:12])[CH:5]=1. Reported procedure: A solution of 3-cyanomethyl-benzoic acid methyl ester (1.36 g) in EtOH (25 mL) was saturated with HCl (g) and PtO2 (200 mg) was added. The reaction was hydrogenated on a Parr shaker at 50 psi for 2.5 h. The catalyst was removed via filtration through Celite and the solvent was removed in vacuo. The resulting solid was stirred in Et2O and the mixture was filtered to yield the title compound as a white solid (1.18 g). MS 180 (M+1).